Dataset: the Open Reaction Database (ORD), a public repository of structured organic reaction records. Task: describe an organic reaction: reactants, conditions, products, and yield The reactants are CC#N, N#Cc1ccccc1F, [Na], c1c[nH]cn1. Product: N#Cc1ccccc1-n1ccnc1. As a reaction SMILES: [CH3:16][C:17]#[N:18].[F:1][c:2]1[c:3]([C:4]#[N:5])[cH:6][cH:7][cH:8][cH:9]1.[Na:10].[nH:11]1[cH:12][n:13][cH:14][cH:15]1>>[c:2]1(-[n:11]2[cH:12][n:13][cH:14][cH:15]2)[c:3]([C:4]#[N:5])[cH:6][cH:7][cH:8][cH:9]1.